From a dataset of the Open Reaction Database (ORD), a public repository of structured organic reaction records. describe an organic reaction: reactants, conditions, products, and yield Reactants: N1=CC(=CC=C1)C1=CC=C2CC(NC2=C1)=O (6-(pyridin-3-yl)indolin-2-one), N1N=CC2=CC(=CC=C12)C=O (1H-indazole-5-carbaldehyde). The yield is 17.0%. Yields the product N1N=CC2=CC(=CC=C12)\C=C/1\C(NC2=CC(=CC=C12)C=1C=NC=CC1)=O ((E)-3-((1H-indazol-5-yl)methylene)-6-(pyridin-3-yl)indolin-2-one), solid. Reported procedure: According to the method of Example A19, utilizing 6-(pyridin-3-yl)indolin-2-one (25 mg, 0.12 mmol) and 1H-indazole-5-carbaldehyde (17.4 mg, 0.12 mmol), the title compound was obtained as an orange solid (7 mg, 17%). 1H NMR (400 MHz, DMSO-d6) δ ppm 13.32 (br. s., 1H), 10.81 (s, 1H), 9.04 (s, 1H), 8.89 (d, J=1.26 Hz, 1H), 8.57 (dd, J=4.55, 1.26 Hz, 1H), 8.52 (d, J=7.83 Hz, 1H), 8.25 (s, 1H), 8.06-8.11 (m, 1H), 8.04 (s, 1H), 7.87 (d, J=7.83 Hz, 1H), 7.62 (d, J=8.84 Hz, 1H), 7.49 (dd, J=7.33, 4.55 H... RXN SMILES: [N:1]1[CH:6]=[CH:5][CH:4]=[C:3]([C:7]2[CH:15]=[C:14]3[C:10]([CH2:11][C:12](=[O:16])[NH:13]3)=[CH:9][CH:8]=2)[CH:2]=1.[NH:17]1[C:25]2[C:20](=[CH:21][C:22]([CH:26]=O)=[CH:23][CH:24]=2)[CH:19]=[N:18]1>>[NH:17]1[C:25]2[C:20](=[CH:21][C:22](/[CH:26]=[C:11]3/[C:12](=[O:16])[NH:13][C:14]4[C:10]/3=[CH:9][CH:8]=[C:7]([C:3]3[CH:2]=[N:1][CH:6]=[CH:5][CH:4]=3)[CH:15]=4)=[CH:23][CH:24]=2)[CH:19]=[N:18]1. Reactants: O=C(O)c1nc(CO)sc1-c1ccc(F)cc1, Fc1cc2nc(CC3CCCN3)[nH]c2cc1F. Yields the product O=C(c1nc(CO)sc1-c1ccc(F)cc1)N1CCCC1Cc1nc2cc(F)c(F)cc2[nH]1. RXN SMILES: [F:18][c:19]1[cH:20][cH:21][c:22](-[c:25]2[c:26]([C:32](=[O:33])[OH:34])[n:27][c:28]([CH2:30][OH:31])[s:29]2)[cH:23][cH:24]1.[F:1][c:2]1[cH:3][c:4]2[c:5]([nH:6][c:7]([CH2:9][CH:10]3[NH:11][CH2:12][CH2:13][CH2:14]3)[n:8]2)[cH:15][c:16]1[F:17]>>[F:1][c:2]1[cH:3][c:4]2[c:5]([nH:6][c:7]([CH2:9][CH:10]3[N:11]([C:32]([c:26]4[c:25](-[c:22]5[cH:21][cH:20][c:19]([F:18])[cH:24][cH:23]5)[s:29][c:28]([CH2:30][OH:31])[n:27]4)=[O:33])[CH2:12][CH2:13][CH2:14]3)[n:8]2)[cH:15][c:16]1[F:17]. Starting materials: OC(CCN(C(OC)=O)C(C)(C#C)C)(CC(=C)C)C1=CC=CC=C1 (methyl 3-hydroxy-5-methyl-3-phenylhex-5-enyl(2-methylbut-3-yn-2-yl)carbamate), BrC=1C=C2C=CC(N(C2=CC1)C)=O (6-bromo-1-methylquinolin-2(1H)-one). Yields the product CC(C)(C#CC=1C=C2C=CC(N(C2=CC1)C)=O)N1C(OC(CC1)(C1=CC=CC=C1)CC(=C)C)=O (3-(2-methyl-4-(1-methyl-2-oxo-1,2-dihydroquinolin-6-yl)but-3-yn-2-yl)-6-(2-methylallyl)-6-phenyl-1,3-oxazinan-2-one). As a reaction SMILES: O[C:2]([C:19]1[CH:24]=[CH:23][CH:22]=[CH:21][CH:20]=1)([CH2:15][C:16]([CH3:18])=[CH2:17])[CH2:3][CH2:4][N:5]([C:10]([CH3:14])([C:12]#[CH:13])[CH3:11])[C:6](=[O:9])[O:7]C.Br[C:26]1[CH:27]=[C:28]2[C:33](=[CH:34][CH:35]=1)[N:32]([CH3:36])[C:31](=[O:37])[CH:30]=[CH:29]2>>[CH3:14][C:10]([N:5]1[CH2:4][CH2:3][C:2]([CH2:15][C:16]([CH3:18])=[CH2:17])([C:19]2[CH:24]=[CH:23][CH:22]=[CH:21][CH:20]=2)[O:7][C:6]1=[O:9])([C:12]#[C:13][C:26]1[CH:27]=[C:28]2[C:33](=[CH:34][CH:35]=1)[N:32]([CH3:36])[C:31](=[O:37])[CH:30]=[CH:29]2)[CH3:11]. Procedure details: The title compound was prepared from methyl 3-hydroxy-5-methyl-3-phenylhex-5-enyl(2-methylbut-3-yn-2-yl)carbamate and 6-bromo-1-methylquinolin-2(1H)-one following procedures analogous to those described in Example 1 Steps 3 and 4. LC-MS Method 1 tR=1.92 min, m/z=455; 1H NMR (CDCl3) 1.64 (s, 3H), 1.69 (s, 3H), 1.82 (s, 6H), 2.26 (m, 1H), 2.40 (m, 1H), 2.61 (AB quartet, 2H), 3.08 (m, 1H), 3.64 (m, 1H), 3.71 (s, 3H), 4.64 (s, 1H), 4.83 (s, 1H), 6.77 (d, 1H), 7.25-7.65 (9H). The reactants are BrC=1C=C(OCC(=O)OCC)C=CC1 (ethyl (3-bromophenoxy)acetate), OCC=1C=C(C=CC1)B(O)O (3-(hydroxymethyl)phenylboronic acid), C(=O)([O-])[O-].[Na+].[Na+] (Na2CO3). Reagents/catalysts: [Pd](Cl)Cl.C1(=CC=CC=C1)P([C-]1C=CC=C1)C1=CC=CC=C1.[C-]1(C=CC=C1)P(C1=CC=CC=C1)C1=CC=CC=C1.[Fe+2] (1,1′-bis(diphenylphosphino)ferrocene-palladium (II) dichloride). Run in COCCOC (DME), CCOC(=O)C (EtOAc). Run at temperature 80 celsius, time 7 hour. Yields the product OCC=1C=C(C=CC1)C1=CC(=CC=C1)OCC(=O)OCC (ethyl {[3′-(hydroxymethyl)-3-biphenylyl]oxy}acetate). Reaction SMILES: Br[C:2]1[CH:3]=[C:4]([CH:12]=[CH:13][CH:14]=1)[O:5][CH2:6][C:7]([O:9][CH2:10][CH3:11])=[O:8].[OH:15][CH2:16][C:17]1[CH:18]=[C:19](B(O)O)[CH:20]=[CH:21][CH:22]=1.C([O-])([O-])=O.[Na+].[Na+]>COCCOC.CCOC(C)=O.[Pd](Cl)Cl.C1(P(C2C=CC=CC=2)[C-]2C=CC=C2)C=CC=CC=1.[C-]1(P(C2C=CC=CC=2)C2C=CC=CC=2)C=CC=C1.[Fe+2]>[OH:15][CH2:16][C:17]1[CH:22]=[C:21]([C:2]2[CH:14]=[CH:13][CH:12]=[C:4]([O:5][CH2:6][C:7]([O:9][CH2:10][CH3:11])=[O:8])[CH:3]=2)[CH:20]=[CH:19][CH:18]=1 |f:2.3.4,7.8.9.10|. Procedure details: To a solution of ethyl (3-bromophenoxy)acetate (488 mg) in DME (10 mL) was added 3-(hydroxymethyl)phenylboronic acid (429 mg), 1,1′-bis(diphenylphosphino)ferrocene-palladium (II) dichloride (77 mg) and 2M Na2CO3 aqueous solution (5 mL) at ambient temperature. The reaction mixture was stirred at 80° C. for 7 hours. The resulting mixture was cooled to ambient temperature and diluted with EtOAc. The mixture was washed successively with water and brine. The organic layer was dried over anhydrous MgS... Starting materials: CCO, [Cl-], [Fe], [NH4+], O, Cc1c(NC(=O)c2cc3c(s2)CCCC3)cccc1-c1cn(C)c(=O)c(Nc2ccc(C(=O)N(C)CCO)c([N+](=O)[O-])c2)n1. Product: Cc1c(NC(=O)c2cc3c(s2)CCCC3)cccc1-c1cn(C)c(=O)c(Nc2ccc(C(=O)N(C)CCO)c(N)c2)n1. RXN SMILES: [CH3:47][CH2:48][OH:49].[Cl-:45].[Fe:51].[NH4+:46].[OH2:50].[OH:1][CH2:2][CH2:3][N:4]([C:5](=[O:6])[c:7]1[c:8]([N+:41]([O-:42])=[O:43])[cH:9][c:10]([NH:13][c:14]2[c:15](=[O:40])[n:16]([CH3:39])[cH:17][c:18](-[c:20]3[c:21]([CH3:38])[c:22]([NH:26][C:27](=[O:28])[c:29]4[cH:30][c:31]5[c:32]([s:33]4)[CH2:34][CH2:35][CH2:36][CH2:37]5)[cH:23][cH:24][cH:25]3)[n:19]2)[cH:11][cH:12]1)[CH3:44]>>[OH:1][CH2:2][CH2:3][N:4]([C:5](=[O:6])[c:7]1[c:8]([NH2:41])[cH:9][c:10]([NH:13][c:14]2[c:15](=[O:40])[n:16]([CH3:39])[cH:17][c:18](-[c:20]3[c:21]([CH3:38])[c:22]([NH:26][C:27](=[O:28])[c:29]4[cH:30][c:31]5[c:32]([s:33]4)[CH2:34][CH2:35][CH2:36][CH2:37]5)[cH:23][cH:24][cH:25]3)[n:19]2)[cH:11][cH:12]1)[CH3:44]. Starting materials: O=C1OCC2CNCCN12, Clc1ccc2c(Cl)nncc2c1. Product: O=C1OCC2CN(c3nncc4cc(Cl)ccc34)CCN12. RXN SMILES: [CH2:1]1[O:2][C:3](=[O:10])[N:4]2[CH:5]1[CH2:6][NH:7][CH2:8][CH2:9]2.[Cl:11][c:12]1[n:13][n:14][cH:15][c:16]2[cH:17][c:18]([Cl:22])[cH:19][cH:20][c:21]12>>[CH2:1]1[O:2][C:3](=[O:10])[N:4]2[CH:5]1[CH2:6][N:7]([c:12]1[n:13][n:14][cH:15][c:16]3[cH:17][c:18]([Cl:22])[cH:19][cH:20][c:21]13)[CH2:8][CH2:9]2.